This data is from the Open Reaction Database (ORD), a public repository of structured organic reaction records. The task is: describe an organic reaction: reactants, conditions, products, and yield The reactants are C(#N)C1C(CN(CC1)C(=O)OC(C)(C)C)O (tert-butyl (3RS,4RS)-4-cyano-3-hydroxy-piperidine-1-carboxylate), C(#N)C1CN(CCC1O)C(=O)OC(C)(C)C (tert-butyl (3RS,4SR)-3-cyano-4-hydroxy-piperidine-1-carboxylate), O.S.[Na] (sodium hydrogen sulphide monohydrate), [Cl-].[NH4+] (ammonium chloride). The solvent is CN(C=O)C (N,N-dimethylformamide). Product: OC1CN(CCC1C(N)=S)C(=O)OC(C)(C)C (tert-butyl (3RS,4SR)-3-hydroxy-4-thiocarbamoyl-piperidine-1-carboxylate). Isolated yield 52.0%. Reaction SMILES: [C:1]([CH:3]1[CH2:8][CH2:7][N:6]([C:9]([O:11][C:12]([CH3:15])([CH3:14])[CH3:13])=[O:10])[CH2:5][CH:4]1[OH:16])#[N:2].C(C1C(O)CCN(C(OC(C)(C)C)=O)C1)#N.O.[SH2:34].[Na].[Cl-].[NH4+]>CN(C)C=O>[OH:16][CH:4]1[CH:3]([C:1](=[S:34])[NH2:2])[CH2:8][CH2:7][N:6]([C:9]([O:11][C:12]([CH3:13])([CH3:15])[CH3:14])=[O:10])[CH2:5]1 |f:2.3.4,5.6,^1:34|. Procedure: A solution of 5.8 g (25.6 mmol) of a 4:1 mixture of tert-butyl (3RS,4RS)-4-cyano-3-hydroxy-piperidine-1-carboxylate and tert-butyl (3RS,4SR)-3-cyano-4-hydroxy-piperidine-1-carboxylate in 50 ml of N,N-dimethylformamide was stirred at room temperature under argon for 4 hours with 1.8 g (38.4 mmol) of sodium hydrogen sulphide monohydrate and 2.05 g (38.4 mmol) of ammonium chloride. For the working-up, the reaction mixture was evaporated under reduced pressure and the residue was taken up in 150 ml ... Reactants: Brc1ccccc1OC1CCNCC1, CCN=C=NCCCN(C)C, CCN(C(C)C)C(C)C, Cl, O=C(O)C(F)(F)F, CN(C)C=O, O, On1nnc2ccccc21, O=C(O)CNC(=O)c1cc(-c2ccccc2)on1. Yields the product O=C(NCC(=O)N1CCC(Oc2ccccc2Br)CC1)c1cc(-c2ccccc2)on1. Reaction SMILES: [Br:57][c:58]1[c:59]([O:60][CH:61]2[CH2:62][CH2:63][NH:64][CH2:65][CH2:66]2)[cH:67][cH:68][cH:69][cH:70]1.[CH3:38][CH2:39][N:40]=[C:41]=[N:42][CH2:43][CH2:44][CH2:45][N:46]([CH3:47])[CH3:48].[CH:19]([N:20]([CH2:21][CH3:22])[CH:23]([CH3:24])[CH3:25])([CH3:26])[CH3:27].[ClH:49].[F:50][C:51]([F:52])([F:53])[C:54]([OH:55])=[O:56].[O:71]=[CH:72][N:73]([CH3:74])[CH3:75].[OH2:76].[OH:28][n:29]1[c:30]2[c:31]([cH:32][cH:33][cH:34][cH:35]2)[n:36][n:37]1.[c:1]1(-[c:7]2[cH:8][c:9]([C:12](=[O:13])[NH:14][CH2:15][C:16](=[O:17])[OH:18])[n:10][o:11]2)[cH:2][cH:3][cH:4][cH:5][cH:6]1>>[c:1]1(-[c:7]2[cH:8][c:9]([C:12](=[O:13])[NH:14][CH2:15][C:16](=[O:18])[N:64]3[CH2:63][CH2:62][CH:61]([O:60][c:59]4[c:58]([Br:57])[cH:70][cH:69][cH:68][cH:67]4)[CH2:66][CH2:65]3)[n:10][o:11]2)[cH:2][cH:3][cH:4][cH:5][cH:6]1. Run in C=1(C(=CC=CC1)C)C (xylene). RXN SMILES: [CH2:1]=[CH2:2].[CH2:3]=[CH:4][CH3:5].[CH:6]1[CH:11]=[CH:10][CH:9]=[CH:8][CH:7]=1.[C:12]1([CH3:18])[CH:17]=[CH:16][CH:15]=[CH:14][CH:13]=1>C1(C)C(C)=CC=CC=1>[CH2:4]([C:5]1[C:10]([CH2:9][CH2:8][CH3:7])=[C:11]([CH3:6])[CH:13]=[CH:12][CH:17]=1)[CH3:3].[CH2:1]([C:13]1[CH:14]=[CH:15][CH:16]=[CH:17][C:12]=1[CH2:18][CH2:3][CH3:4])[CH3:2]. Starting materials: olefin, C=C (ethylene), hydrocarbons, hydrocarbon, C1=CC=CC=C1 (benzene), C1(=CC=CC=C1)C (toluene), hydrocarbons, zeolite, hydrocarbons, hydrocarbon, olefin, C=CC (propylene). Procedure: In a preferred process, the process of the present invention can be run as follows. A gaseous hydrocarbon-containing olefin stream 27 comprising ethylene and propylene is fed into the reactor 1 at inlet port 22 located at the lower end 36 of vessel 2. A liquid hydrocarbon-containing aromatic stream 23 comprising benzene, toluene, and xylene is fed into the reactor 1 at inlet port 26 located at the upper end 38 of vessel 2. The ratio of aromatic to olefin in the reactor 1 is about 4:1 to 15:1. Op... Yields the product ethyl- and propyltoluene, C(C)C=1C(=C(C=CC1)C)CCC (ethylpropyltoluene), C(C)C1=C(C=CC=C1)CCC (ethylpropylbenzene).